This data is from the Open Reaction Database (ORD), a public repository of structured organic reaction records. The task is: describe an organic reaction: reactants, conditions, products, and yield The reactants are Brc1cccc(Br)c1, CC(C)(C)[O-], Cc1ccccc1, CCOC(C)=O, CC(=O)NC1CCNCC1, [Na+], O=C(C=Cc1ccccc1)C=Cc1ccccc1, O=C(C=Cc1ccccc1)C=Cc1ccccc1, O=C(C=Cc1ccccc1)C=Cc1ccccc1, [Pd], [Pd]. Yields the product CC(=O)NC1CCN(c2cccc(Br)c2)CC1. RXN SMILES: [Br:1][c:2]1[cH:3][cH:4][cH:5][c:6]([Br:7])[cH:8]1.[CH3:19][C:20]([CH3:21])([O-:22])[CH3:23].[CH3:25][c:26]1[cH:27][cH:28][cH:29][cH:30][cH:31]1.[CH3:32][CH2:33][O:34][C:35]([CH3:36])=[O:37].[NH:9]1[CH2:10][CH2:11][CH:12]([NH:15][C:16]([CH3:17])=[O:18])[CH2:13][CH2:14]1.[Na+:24].[O:40]=[C:41]([CH:42]=[CH:43][c:44]1[cH:45][cH:46][cH:47][cH:48][cH:49]1)[CH:50]=[CH:51][c:52]1[cH:53][cH:54][cH:55][cH:56][cH:57]1.[O:58]=[C:59]([CH:60]=[CH:61][c:62]1[cH:63][cH:64][cH:65][cH:66][cH:67]1)[CH:68]=[CH:69][c:70]1[cH:71][cH:72][cH:73][cH:74][cH:75]1.[O:76]=[C:77]([CH:78]=[CH:79][c:80]1[cH:81][cH:82][cH:83][cH:84][cH:85]1)[CH:86]=[CH:87][c:88]1[cH:89][cH:90][cH:91][cH:92][cH:93]1.[Pd:38].[Pd:39]>>[c:2]1([N:9]2[CH2:10][CH2:11][CH:12]([NH:15][C:16]([CH3:17])=[O:18])[CH2:13][CH2:14]2)[cH:3][cH:4][cH:5][c:6]([Br:7])[cH:8]1.